This data is from the Open Reaction Database (ORD), a public repository of structured organic reaction records. The task is: describe an organic reaction: reactants, conditions, products, and yield Starting materials: ClC1=CC(=C(C=C1)C1=NSC(=C1COC1=C(C=C(C=C1F)CCC(=O)O)F)C(F)(F)F)F (3-(4-((3-(4-chloro-2-fluorophenyl)-5-(trifluoromethyl)isothiazol-4-yl)methoxy)-3,5-difluorophenyl)propanoic acid), Cl.CO (HCl MeOH). The product is ClC1=CC(=C(C=C1)C1=NSC(=C1COC1=C(C=C(C=C1F)CCC(=O)OC)F)C(F)(F)F)F (Methyl 3-(4-((3-(4-chloro-2-fluorophenyl)-5-(trifluoromethyl)isothiazol-4-yl)methoxy)-3,5-difluorophenyl)propanoate). Reaction SMILES: [Cl:1][C:2]1[CH:7]=[CH:6][C:5]([C:8]2[C:12]([CH2:13][O:14][C:15]3[C:20]([F:21])=[CH:19][C:18]([CH2:22][CH2:23][C:24]([OH:26])=[O:25])=[CH:17][C:16]=3[F:27])=[C:11]([C:28]([F:31])([F:30])[F:29])[S:10][N:9]=2)=[C:4]([F:32])[CH:3]=1.Cl.[CH3:34]O>>[Cl:1][C:2]1[CH:7]=[CH:6][C:5]([C:8]2[C:12]([CH2:13][O:14][C:15]3[C:20]([F:21])=[CH:19][C:18]([CH2:22][CH2:23][C:24]([O:26][CH3:34])=[O:25])=[CH:17][C:16]=3[F:27])=[C:11]([C:28]([F:31])([F:29])[F:30])[S:10][N:9]=2)=[C:4]([F:32])[CH:3]=1 |f:1.2|. Procedure details: 3-(4-((3-(4-Chloro-2-fluorophenyl)-5-(trifluoromethyl)isothiazol-4-yl)methoxy)-3,5-difluorophenyl)propanoic acid (Cpd 74, Example 7; 2 g, 4.04 mmol) in 1 M HCl/MeOH solution (10 mL) was stirred at room temperature for 6 h. The solvent was removed and the residue was partitioned between ethyl acetate and water. The organic layer was washed sequentially with saturated sodium bicarbonate and brine, dried, and filtered. The crude material was purified on a silica gel column, eluting with 10% ethyl a...